This data is from the Open Reaction Database (ORD), a public repository of structured organic reaction records. The task is: describe an organic reaction: reactants, conditions, products, and yield Reactants: CC(=O)NC1=C(C=C(C=C1)F)[N+](=O)[O-] (4-Fluoro-2-nitroacetanilide), C(=C)[Mg]Br (vinyl magnesium bromide). The solvent is C1CCOC1 (THF). Reaction conditions: temperature -78 celsius, time 2 hour. The product is FC1=C2C=CNC2=C(C=C1)NC(C)=O (N-(4-fluoro-1H-indol-7-yl)acetamide). As a reaction SMILES: [CH3:1][C:2]([NH:4][C:5]1[CH:10]=[CH:9][C:8]([F:11])=[CH:7][C:6]=1[N+:12]([O-])=O)=[O:3].[CH:15]([Mg]Br)=[CH2:16]>C1COCC1>[F:11][C:8]1[CH:9]=[CH:10][C:5]([NH:4][C:2](=[O:3])[CH3:1])=[C:6]2[C:7]=1[CH:15]=[CH:16][NH:12]2. Procedure details: 4-Fluoro-2-nitroacetanilide (1 eq.) was dissolved in dry THF. After the solution was cooled down to −78° C., an excess of vinyl magnesium bromide (3-4 eq.) was added. Then, the reaction was kept below −40° C. for two hours before quenched with 20% NH4Cl. The aqueous phase was extracted with EtOAc. The combined organic layer was dried over MgSO4. After filtration and concentration, the crude product was purified by silica gel column chromatography to afford N-(4-fluoro-1H-indol-7-yl)acetamide. MS... The product is N1([C@H](C(=O)N[C@@H](CC2=CNC=N2)C(=O)O)CCC1)C(=O)OC(C)(C)C (Boc-Pro-His-OH). Solvent: O (H2O), O1CCOCC1 (dioxan). Procedure: 1.25 g of Boc-Pro-OSu [G. W. Anderson et al., J. Amer. Chem. Soc. 86, 1839 (1964)] and 0.68 g of H-His-OH are suspended in 4 ml of H2O and 2 ml of dioxan. While stirring vigorously, 2N NaOH is added by means of a pH stat at a pH value of 9.0. After 45 minutes the absorption of NaOH ceases. The now clear solution is stirred for a further 10 minutes, the pH value is adjusted subsequently to 5.0 with 4N HCl, and the whole is concentrated to approximately 5 ml. After the addition of 20 ml of H2O, th... RXN SMILES: [N:1]1([C:16]([O:18][C:19]([CH3:22])([CH3:21])[CH3:20])=[O:17])[CH2:15][CH2:14][CH2:13][C@H:2]1[C:3]([O:5]N1C(=O)CCC1=O)=O.[NH2:23][C@H:24]([C:31]([OH:33])=[O:32])[CH2:25][C:26]1[N:30]=[CH:29][NH:28][CH:27]=1.[OH-].[Na+]>O.O1CCOCC1>[N:1]1([C:16]([O:18][C:19]([CH3:20])([CH3:21])[CH3:22])=[O:17])[CH2:15][CH2:14][CH2:13][C@H:2]1[C:3]([NH:23][C@H:24]([C:31]([OH:33])=[O:32])[CH2:25][C:26]1[N:30]=[CH:29][NH:28][CH:27]=1)=[O:5] |f:2.3|. Reactants: N1([C@H](C(=O)ON2C(=O)CCC2=O)CCC1)C(=O)OC(C)(C)C (Boc-Pro-OSu), N[C@@H](CC1=CNC=N1)C(=O)O (H-His-OH), [OH-].[Na+] (NaOH).